From a dataset of the Open Reaction Database (ORD), a public repository of structured organic reaction records. describe an organic reaction: reactants, conditions, products, and yield The reactants are C(C)(=O)O (acetic acid), CC(C)(C)C=1C=C(C=C(C1)C(C)(C)C)CC1C(CCC1)=O (2-[3,5-bis(1,1-dimethylethyl)phenylmethyl]-cyclopentanone), [BH4-].[Na+] (sodium borohydride). Solvent: C(C)O (ethanol), C(C)O (ethanol), O (water). Conditions: time 30 minute. Product: CC(C)(C)C=1C=C(C=C(C1)C(C)(C)C)C[C@@H]1[C@@H](CCC1)O ((cis)-2-[3,5-bis(1,1-dimethylethyl) -phenylmethyl]cyclopentanol). RXN SMILES: [CH3:1][C:2]([C:5]1[CH:6]=[C:7]([CH2:15][CH:16]2[CH2:20][CH2:19][CH2:18][C:17]2=[O:21])[CH:8]=[C:9]([C:11]([CH3:14])([CH3:13])[CH3:12])[CH:10]=1)([CH3:4])[CH3:3].[BH4-].[Na+].C(O)(=O)C>C(O)C.O>[CH3:4][C:2]([C:5]1[CH:6]=[C:7]([CH2:15][C@H:16]2[CH2:20][CH2:19][CH2:18][C@H:17]2[OH:21])[CH:8]=[C:9]([C:11]([CH3:12])([CH3:13])[CH3:14])[CH:10]=1)([CH3:1])[CH3:3] |f:1.2|. Procedure: To a solution of 710 mg (2.48 mmoles) of the title product of Example 5 in 25 ml of ethanol was added dropwise a solution of 188 mg (4.97 mmoles) of sodium borohydride in 3 ml of water. After 30 minutes, acetic acid was added, most of the ethanol was evaporated, the residue was partitioned between diethyl ether and dilute aqueous hydrochloric acid, the aqueous layer was further extracted with ether, and the combined organic extracts were washed with brine, dried over sodium sulfate, filtered, an... Reactants: BrBr (bromine), C(C)(=O)NC1=CC=CC=2CCCCC12 (1-acetylamino-5,6,7,8-tetrahydronaphthalene), O (Water). The solvent is C(C)(=O)O (acetic acid), FC(C(=O)O)(F)F (trifluoroacetic acid). Conditions: time 15 minute. Product: C(C)(=O)NC1=CC=C(C=2CCCCC12)Br (1-Acetylamino-4-bromo-5,6,7,8-tetrahydronaphthalene). As a reaction SMILES: [C:1]([NH:4][C:5]1[C:14]2[CH2:13][CH2:12][CH2:11][CH2:10][C:9]=2[CH:8]=[CH:7][CH:6]=1)(=[O:3])[CH3:2].[Br:15]Br.O>FC(F)(F)C(O)=O.C(O)(=O)C>[C:1]([NH:4][C:5]1[C:14]2[CH2:13][CH2:12][CH2:11][CH2:10][C:9]=2[C:8]([Br:15])=[CH:7][CH:6]=1)(=[O:3])[CH3:2]. Reported procedure: To a mixture of 1-acetylamino-5,6,7,8-tetrahydronaphthalene (1.9 g, 10 mmol) in trifluoroacetic acid (20 ml) was added: bromine (0.55 ml, 10 mmol) solved in acetic acid (5 ml). The mixture was stirred for 15 min at room-temperature. Water (50 ml) was added and the crystals were filtered. Yield 2.6 g (97%). Mp=185.2-188.6° C.